From a dataset of the Open Reaction Database (ORD), a public repository of structured organic reaction records. describe an organic reaction: reactants, conditions, products, and yield The reactants are BrCCCl (2-bromochloroethane), [H-] (hydride), [H][H] (hydrogen), O1C(NC2=C1C=CC=C2)=O (1,3-benzoxazolin-2-one). Run in CN(C=O)C (dimethylformamide), CN(C=O)C (dimethylformamide). Reaction conditions: time 30 minute. Yields the product O=C1OC2=C(N1CCCl)C=CC=C2 (2-(2-oxo-1,3-benzoxazolin-3-yl)ethyl chloride). Yield: 80.0%. Reaction SMILES: [O:1]1[C:5]2[CH:6]=[CH:7][CH:8]=[CH:9][C:4]=2[NH:3][C:2]1=[O:10].[H-].[H][H].Br[CH2:15][CH2:16][Cl:17]>CN(C)C=O>[O:10]=[C:2]1[N:3]([CH2:15][CH2:16][Cl:17])[C:4]2[CH:9]=[CH:8][CH:7]=[CH:6][C:5]=2[O:1]1. Reported procedure: Sodium hydride (3.9 g, mmol, 50% mineral oil dispersion) was washed with hexane to remove mineral oil (3×10 ml) under a stream of nitrogen. A solution of 1,3-benzoxazolin-2-one (Aldrich, 10 g, 74 mmol) in dimethylformamide (DMF) (70 ml) was then added dropwise with stirring to the hydride until hydrogen evolution ceased. The reaction flask was immersed in an ice bath and 2-bromochloroethane (12.3 ml, 148 mmol) in dimethylformamide (30 ml) was added dropwise. The reaction mixture was stirred at r...